The task is: describe an organic reaction: reactants, conditions, products, and yield. This data is from the Open Reaction Database (ORD), a public repository of structured organic reaction records. The reactants are BrC=1C=C2C=NN(C2=CC1F)C(C)=O (1-(5-bromo-6-fluoro-1H-indazol-1-yl)ethanone), Cl (HCl), [OH-].[Na+] (NaOH). Run in CO (methanol). Reaction conditions: temperature 90 celsius. Product: BrC=1C=C2C=NNC2=CC1F (5-bromo-6-fluoro-1H-indazole). As a reaction SMILES: [Br:1][C:2]1[CH:3]=[C:4]2[C:8](=[CH:9][C:10]=1[F:11])[N:7](C(=O)C)[N:6]=[CH:5]2.Cl.[OH-].[Na+]>CO>[Br:1][C:2]1[CH:3]=[C:4]2[C:8](=[CH:9][C:10]=1[F:11])[NH:7][N:6]=[CH:5]2 |f:2.3|. Procedure: A solution of 1-(5-bromo-6-fluoro-1H-indazol-1-yl)ethanone (24C, 5.0 g, 19.5 mmol) was treated with aq HCl (3M soln., 100 mL) and methanol (20 mL) and heated at 90° C. for 3 h, when the reaction turns homogenous. The reaction mixture was cooled to room temperature and basified with aq. NaOH. A colorless solid precipitated out which was filtered and dried to provide 5-bromo-6-fluoro-1H-indazole (24D) Starting materials: [H][H] (hydrogen), COC1OCC(C1)C (2-methoxy-4-methyltetrahydrofuran), C(C(C)=C)O (methallyl alcohol). The reagents and catalysts are [Cr](=O)([O-])[O-].[Cu+2] (copper chromite). The solvent is O (water). The product is CC(CO)CCO (2-methyl-1,4-butandiol), CC1CC(=O)OC1 (3-methyl-4-butyrolactone). The yield is 4.0%. As a reaction SMILES: C[O:2][CH:3]1[CH2:7][CH:6]([CH3:8])[CH2:5][O:4]1.C(O)C(=C)C.[H][H]>[Cr]([O-])([O-])=O.[Cu+2].O>[CH3:8][CH:6]([CH2:7][CH2:3][OH:2])[CH2:5][OH:4].[CH3:8][CH:6]1[CH2:5][O:4][C:3](=[O:2])[CH2:7]1 |f:3.4|. Reported procedure: The process is carried out as in Examples 1 - 5 using 50.0 grams of a methanolic co-distillate (boiling range 66° - 78° C) containing 14.8 grams of 2-methoxy-4-methyltetrahydrofuran derived from methallyl alcohol as described in step (a), 30 ml of water and 5.0 grams of powdered copper chromite (Catalysts and Chemicals Co.). The mixture is heated at 180° C under 1000 psi of hydrogen for one hour. Analysis of the product mixture shows the presence of 9.3 grams of 2-methyl-1,4-butandiol (70% yield... Reactants: CC(=O)Cl, CCN(C(C)C)C(C)C, ClCCl, CC(C)c1nnc2ccc(-c3cn(C4CCNC4)nc3-c3ccc(F)cc3F)nn12. Yields the product CC(=O)N1CCC(n2cc(-c3ccc4nnc(C(C)C)n4n3)c(-c3ccc(F)cc3F)n2)C1. RXN SMILES: [CH3:40][C:41]([Cl:42])=[O:43].[CH:31]([N:32]([CH2:33][CH3:34])[CH:35]([CH3:36])[CH3:37])([CH3:38])[CH3:39].[Cl:44][CH2:45][Cl:46].[F:1][c:2]1[c:3](-[c:9]2[n:10][n:11]([CH:26]3[CH2:27][NH:28][CH2:29][CH2:30]3)[cH:12][c:13]2-[c:14]2[cH:15][cH:16][c:17]3[n:18]([n:19]2)[c:20]([CH:23]([CH3:24])[CH3:25])[n:21][n:22]3)[cH:4][cH:5][c:6]([F:8])[cH:7]1>>[F:1][c:2]1[c:3](-[c:9]2[n:10][n:11]([CH:26]3[CH2:27][N:28]([C:41]([CH3:40])=[O:43])[CH2:29][CH2:30]3)[cH:12][c:13]2-[c:14]2[cH:15][cH:16][c:17]3[n:18]([n:19]2)[c:20]([CH:23]([CH3:24])[CH3:25])[n:21][n:22]3)[cH:4][cH:5][c:6]([F:8])[cH:7]1. The reactants are ClC=1C=C2C(C(NC2=CC1)=O)(C1=C(C=CC=C1)OC)O (5-chloro-3-hydroxy-3-(2-methoxyphenyl)-1,3-dihydro-2H-indol-2-one), COC1=CC(=C(C=C1)S(=O)(=O)Cl)OC(F)(F)F (4-methoxy-2-(trifluoromethoxy)benzene sulfonyl chloride), C(=O)([O-])[O-].[K+].[K+] (K2CO3), 1.1A, [H-].[Na+] (NaH). The solvent is C(Cl)(Cl)Cl (CHCl3), CN(C)C=O (DMF), CN(C)C=O (DMF). Run at time 30 minute. Product: ClC=1C=C2C(C(N(C2=CC1)S(=O)(=O)C1=C(C=C(C=C1)OC)OC(F)(F)F)=O)(C1=C(C=CC=C1)OC)O (5-chloro-3-hydroxy-3-(2-methoxyphenyl)-1-{[4-methoxy-2-(trifluoromethoxy)phenyl]sulfonyl}-1,3-dihydro-2H-indol-2-one). Yield: 48.5%. RXN SMILES: [Cl:1][C:2]1[CH:3]=[C:4]2[C:8](=[CH:9][CH:10]=1)[NH:7][C:6](=[O:11])[C:5]2([OH:20])[C:12]1[CH:17]=[CH:16][CH:15]=[CH:14][C:13]=1[O:18][CH3:19].[H-].[Na+].[CH3:23][O:24][C:25]1[CH:30]=[CH:29][C:28]([S:31](Cl)(=[O:33])=[O:32])=[C:27]([O:35][C:36]([F:39])([F:38])[F:37])[CH:26]=1.C([O-])([O-])=O.[K+].[K+]>CN(C=O)C.C(Cl)(Cl)Cl>[Cl:1][C:2]1[CH:3]=[C:4]2[C:8](=[CH:9][CH:10]=1)[N:7]([S:31]([C:28]1[CH:29]=[CH:30][C:25]([O:24][CH3:23])=[CH:26][C:27]=1[O:35][C:36]([F:37])([F:38])[F:39])(=[O:33])=[O:32])[C:6](=[O:11])[C:5]2([OH:20])[C:12]1[CH:17]=[CH:16][CH:15]=[CH:14][C:13]=1[O:18][CH3:19] |f:1.2,4.5.6|. Procedure details: Under nitrogen atmosphere, to a solution of 5.00 g of 5-chloro-3-hydroxy-3-(2-methoxyphenyl)-1,3-dihydro-2H-indol-2-one, which is the compound described in Preparation 1.1A of brochure Publication No. WO01/5513,0 in DMF (50 ml) was added 760 mg of NaH under ice cooling, then, the reaction mixture was warmed to room temperature and stirred for 30 minutes. To the stirred solution, under cooling at −20° C., was added dropwise a solution of 5.52 g of 4-methoxy-2-(trifluoromethoxy)benzene sulfonyl ch... Reactants: C(C)(C)[N-]C(C)C.[Li+] (lithium diisopropylamide), [Si](C)(C)(C(C)(C)C)N1C(CC1CCOC(C)=O)=O (1-(t-butyldimethylsilyl)-4-(2'-acetoxyethyl)-2-azetidinone), [Cl-].[Na+] (sodium chloride), O (water). Run in O1CCCC1 (tetrahydrofuran), O1CCCC1 (tetrahydrofuran). Product: [Si](C)(C)(C(C)(C)C)N1C(C(C1CCO)C(C)=O)=O (1-(t-butyldimethylsilyl)-3-acetyl-4-(2'-hydroxyethyl)-2-azetidinone). RXN SMILES: C([N-][CH:5]([CH3:7])C)(C)C.[Li+].[Si:9]([N:16]1[CH:19]([CH2:20][CH2:21][O:22]C(=O)C)[CH2:18][C:17]1=[O:26])([C:12]([CH3:15])([CH3:14])[CH3:13])([CH3:11])[CH3:10].[OH2:27].[Cl-].[Na+]>O1CCCC1>[Si:9]([N:16]1[CH:19]([CH2:20][CH2:21][OH:22])[CH:18]([C:5](=[O:27])[CH3:7])[C:17]1=[O:26])([C:12]([CH3:13])([CH3:14])[CH3:15])([CH3:10])[CH3:11] |f:0.1,4.5|. Procedure details: To a solution of 1.1 equivalents of freshly prepared lithium diisopropylamide in 3 ml anhydrous tetrahydrofuran under a nitrogen atmosphere at -78° is added a solution of 1-(t-butyldimethylsilyl)-4-(2'-acetoxyethyl)-2-azetidinone (61 mg, 0.225 mmole) in 1 ml anhydrous tetrahydrofuran which has been cooled to -78°. After 12 minutes the reaction mixture is poured into 5 ml water. The solution is saturated with sodium chloride and extracted with methylene chloride. The combined methylene chloride s... Procedure details: 5.2 ml of a 2M cyclohexane solution of lithium diisopropylamide was dissolved in 10 ml of tetrahydrofuran, and 5 ml of a tetrahydrofuran solution containing 2 g of (S)-malic acid diethyl ester, was dropwise added at -78° C. under a nitrogen atmosphere. The reaction solution was gradually heated to -20° C. over a period of one hour and then again cooled to -78° C. Then, 5 ml of a tetrahydrofuran solution containing 1.32 g of benzyl bromoacetate was added thereto, followed by stirring for one hour... The solvent is O1CCCC1 (tetrahydrofuran), C1CCCCC1 (cyclohexane), O1CCCC1 (tetrahydrofuran), O1CCCC1 (tetrahydrofuran). Starting materials: C(C)(C)[N-]C(C)C.[Li+] (lithium diisopropylamide), C(CC(O)(C(=O)O)CC(=O)O)(=O)O (citric acid), BrCC(=O)OCC1=CC=CC=C1 (benzyl bromoacetate), C(C)OC([C@@H](O)CC(=O)OCC)=O ((S)-malic acid diethyl ester). Reaction conditions: temperature -20 celsius, time 1 hour. The product is C(C)(=O)O[C@@H]([C@@H](CC(=O)OCC1=CC=CC=C1)C(=O)OCC)C(=O)OCC (3-benzyl 1,2-diethyl (1S,2R)-1-acetoxy-1,2,3-propanetricarboxylate). Reaction SMILES: C([N-]C(C)C)(C)C.[Li+].[CH2:9]([O:11][C:12](=[O:21])[C@H:13]([CH2:15][C:16]([O:18][CH2:19][CH3:20])=[O:17])[OH:14])[CH3:10].Br[CH2:23][C:24]([O:26][CH2:27][C:28]1[CH:33]=[CH:32][CH:31]=[CH:30][CH:29]=1)=[O:25].C(O)(=O)[CH2:35][C:36](CC(O)=O)(C(O)=O)[OH:37]>O1CCCC1.C1CCCCC1>[C:36]([O:14][C@H:13]([C:12]([O:11][CH2:9][CH3:10])=[O:21])[C@H:15]([C:16]([O:18][CH2:19][CH3:20])=[O:17])[CH2:23][C:24]([O:26][CH2:27][C:28]1[CH:33]=[CH:32][CH:31]=[CH:30][CH:29]=1)=[O:25])(=[O:37])[CH3:35] |f:0.1|. The reactants are C(#N)CC[Si](OCC)(OCC)OCC (beta-cyanoethyltriethoxysilane), C(C)NCC (diethylamine), C(=O)=O (carbon dioxide), S (hydrogen sulfide). Reaction conditions: temperature 60 celsius. The product is C(C)O[Si](CCC(=S)N)(OCC)OCC (beta-triethoxysilylthiopropionamide). As a reaction SMILES: [C:1]([CH2:3][CH2:4][Si:5]([O:12][CH2:13][CH3:14])([O:9][CH2:10][CH3:11])[O:6][CH2:7][CH3:8])#[N:2].C(NCC)C.C(=O)=O.[SH2:23]>>[CH2:13]([O:12][Si:5]([O:6][CH2:7][CH3:8])([O:9][CH2:10][CH3:11])[CH2:4][CH2:3][C:1]([NH2:2])=[S:23])[CH3:14]. Procedure: Into a clean, dry 300 milliliter high pressure reaction vessel was added 200 grams (0.92 moles) of beta-cyanoethyltriethoxysilane and 10 grams of diethylamine. The reactor was cooled to the temperature of solid carbon dioxide, and 42.0 grams (1.3 moles) of hydrogen sulfide was added via a calibrated metering system. The reactor was placed in a rocker and with agitation was heated to 60° C. for 5 hours. The pressure of the system increased to a maximum of 140 psig and decreased to 70 psig when th... Starting materials: 200, C(CCC(=O)[O-])(=O)[O-].[Na+].[Na+] (sodium succinate), S(O)(O)(=O)=O (Sulfuric acid), C(C)O.C(CCC(=O)[O-])(=O)[O-].[Na+].[Na+] (ethanol sodium succinate). Solvent: C(C)O (ethanol). Reaction conditions: temperature 30 celsius. Yields the product C(CCC(=O)O)(=O)O (succinic acid), S(=O)(=O)([O-])[O-].[Na+].[Na+] (sodium sulfate). As a reaction SMILES: [C:1]([O-:8])(=[O:7])[CH2:2][CH2:3][C:4]([O-:6])=[O:5].[Na+:9].[Na+].[S:11](=[O:15])(=[O:14])([OH:13])[OH:12].C(O)C.C([O-])(=O)CCC([O-])=O.[Na+].[Na+]>C(O)C>[C:1]([OH:8])(=[O:7])[CH2:2][CH2:3][C:4]([OH:6])=[O:5].[S:11]([O-:15])([O-:14])(=[O:13])=[O:12].[Na+:9].[Na+:9] |f:0.1.2,4.5.6.7,10.11.12|. Reported procedure: A mixture of 31.83 g of 200 proof ethanol and 4.356 g of 98% sodium succinate was prepared and heated to 30° C. Sulfuric acid (2.817 g, 98%) was then added to the ethanol/sodium succinate slurry with stiffing to produce free succinic acid and sodium sulfate. Following the procedure described in Example 1, a conversion of 68.6% of sodium succinate was obtained after 1 hour.